This data is from the Open Reaction Database (ORD), a public repository of structured organic reaction records. The task is: describe an organic reaction: reactants, conditions, products, and yield The product is Nc1ccc2nc(-c3c(F)cccc3F)oc(=O)c2c1. RXN SMILES: [CH3:23][C:24](=[O:25])[OH:26].[N+:1]([O-:2])(=[O:3])[c:4]1[cH:5][c:6]2[c:7]([n:8][c:9](-[c:13]3[c:14]([F:20])[cH:15][cH:16][cH:17][c:18]3[F:19])[o:10][c:11]2=[O:12])[cH:21][cH:22]1>>[NH2:1][c:4]1[cH:5][c:6]2[c:7]([n:8][c:9](-[c:13]3[c:14]([F:20])[cH:15][cH:16][cH:17][c:18]3[F:19])[o:10][c:11]2=[O:12])[cH:21][cH:22]1. Reactants: CC(=O)O, O=c1oc(-c2c(F)cccc2F)nc2ccc([N+](=O)[O-])cc12. The reactants are C[Si](C#CCCOC1=NC=CC=N1)(C)C (2-{[4-(trimethylsilyl)but-3-yn-1-yl]oxy}pyrimidine). Run in [N+](=O)([O-])C1=CC=CC=C1 (nitrobenzene). Product: C[Si](C1=C2C(=NC=C1)OCC2)(C)C (4-(trimethylsilyl)-2,3-dihydrofuro[2,3-b]pyridine). Isolated yield 16.0%. As a reaction SMILES: [CH3:1][Si:2]([CH3:15])([CH3:14])[C:3]#[C:4][CH2:5][CH2:6][O:7][C:8]1[N:13]=[CH:12][CH:11]=CN=1>[N+](C1C=CC=CC=1)([O-])=O>[CH3:15][Si:2]([CH3:1])([CH3:14])[C:3]1[CH:11]=[CH:12][N:13]=[C:8]2[O:7][CH2:6][CH2:5][C:4]=12. Reported procedure: A solution of 2-{[4-(trimethylsilyl)but-3-yn-1-yl]oxy}pyrimidine (116 g, 524 mmol) in nitrobenzene (1000 mL) was stirred at 200° C. for 24 hr. The solvent was removed by silica gel column chromatography (ethyl acetate/hexane=13/87→50/50). The residue was diluted with ethyl acetate, and the mixture was extracted twice with 1M hydrochloric acid. The aqueous layer was neutralized with 8M aqueous sodium hydroxide solution and extracted with ethyl acetate. The solvent was evaporated under reduced pre... Product: COC(=O)C(C)c1cc(C(F)(F)F)cc(C(F)(F)F)c1. As a reaction SMILES: [CH3:23][CH2:24][OH:25].[F:1][C:2]([c:3]1[cH:4][c:5]([C:13]([C:14](=[O:15])[O:16][CH3:17])=[CH2:18])[cH:6][c:7]([C:9]([F:10])([F:11])[F:12])[cH:8]1)([F:19])[F:20].[H:21][H:22]>>[F:1][C:2]([c:3]1[cH:4][c:5]([CH:13]([C:14](=[O:15])[O:16][CH3:17])[CH3:18])[cH:6][c:7]([C:9]([F:10])([F:11])[F:12])[cH:8]1)([F:19])[F:20]. The reactants are CCO, C=C(C(=O)OC)c1cc(C(F)(F)F)cc(C(F)(F)F)c1, [H][H]. Starting materials: S(O)(O)(=O)=O (sulfuric acid), C(C)OC(=O)[C@@]1([C@@H](C1)C=C)NC(=O)OC(C)(C)C ((1R,2S)-1-tert-butoxycarbonylamino-2-vinyl-cyclopropanecarboxylic acid ethyl ester), CN(C)C=O (DMF), TEA. The solvent is CCOC(=O)C (EtOAc), CCOC(=O)C (EtOAc). Conditions: temperature 45 celsius, time 60 minute. Product: C(C)OC(=O)[C@@]1([C@@H](C1)C=C)N ((1R,2S)-1-Amino-2-vinyl-cyclopropanecarboxylic acid ethyl ester). Reaction SMILES: [CH2:1]([O:3][C:4]([C@@:6]1([NH:11]C(OC(C)(C)C)=O)[CH2:8][C@H:7]1[CH:9]=[CH2:10])=[O:5])[CH3:2].S(=O)(=O)(O)O.CN(C=O)C>CCOC(C)=O>[CH2:1]([O:3][C:4]([C@@:6]1([NH2:11])[CH2:8][C@H:7]1[CH:9]=[CH2:10])=[O:5])[CH3:2]. Procedure details: A solution of 153.2 g (600 mmol) of (1R,2S)-1-tert-butoxycarbonylamino-2-vinyl-cyclopropanecarboxylic acid ethyl ester (commercially available from Synthetech Oregon, USA) in 80 mL of EtOAc was dosed to a solution of 65.1 g (630 mmol) of sulfuric acid in 480 mL of EtOAc at 20-25° C. The reaction mixture was stirred for 60 min at 42-48° C. After complete conversion the reaction mixture was cooled to 18-22° C. Then 127.5 g (1260 mmol) of TEA was dosed at 20-30° C. Finally 100 mL of DMF was added. ... Starting materials: Intermediate I, ClC1=C(C(=CC=C1)C)CN ((2-chloro-6-methylphenyl)methanamine), BrC=1C=CC=2N(C1)C=C(N2)C(=O)OCC (ethyl 6-bromoimidazo[1,2-a]pyridine-2-carboxylate). The product is BrC=1C=CC=2N(C1)C=C(N2)C(=O)NCC2=C(C=CC=C2C)Cl (6-Bromo-N-(2-chloro-6-methylbenzyl)imidazo[1,2-a]pyridine-2-carboxamide). RXN SMILES: [Cl:1][C:2]1[CH:7]=[CH:6][CH:5]=[C:4]([CH3:8])[C:3]=1[CH2:9][NH2:10].[Br:11][C:12]1[CH:13]=[CH:14][C:15]2[N:16]([CH:18]=[C:19]([C:21](OCC)=[O:22])[N:20]=2)[CH:17]=1>>[Br:11][C:12]1[CH:13]=[CH:14][C:15]2[N:16]([CH:18]=[C:19]([C:21]([NH:10][CH2:9][C:3]3[C:4]([CH3:8])=[CH:5][CH:6]=[CH:7][C:2]=3[Cl:1])=[O:22])[N:20]=2)[CH:17]=1. Reported procedure: The title compound was prepared by essentially following the same procedures described for Intermediate I, using (2-chloro-6-methylphenyl)methanamine and ethyl 6-bromoimidazo[1,2-a]pyridine-2-carboxylate as starting materials. The reactants are CN(C)C=O, O=[N+]([O-])c1ccc(Cl)nc1, Cl, [F-], [K+], O, Oc1ccc2c(c1)CCC(c1ccccc1)C2. Yields the product O=[N+]([O-])c1ccc(Oc2ccc3c(c2)CCC(c2ccccc2)C3)nc1. Reaction SMILES: [CH3:31][N:32]([CH3:33])[CH:34]=[O:35].[Cl:18][c:19]1[n:20][cH:21][c:22]([N+:25](=[O:26])[O-:27])[cH:23][cH:24]1.[ClH:30].[F-:28].[K+:29].[OH2:36].[c:1]1([CH:7]2[CH2:8][c:9]3[cH:10][cH:11][c:12]([OH:17])[cH:13][c:14]3[CH2:15][CH2:16]2)[cH:2][cH:3][cH:4][cH:5][cH:6]1>>[c:1]1([CH:7]2[CH2:8][c:9]3[cH:10][cH:11][c:12]([O:17][c:19]4[n:20][cH:21][c:22]([N+:25](=[O:26])[O-:27])[cH:23][cH:24]4)[cH:13][c:14]3[CH2:15][CH2:16]2)[cH:2][cH:3][cH:4][cH:5][cH:6]1. Reactants: O=C(n1ccnc1)n1ccnc1, CC(C)O, CN(C)C=O, O, O=C(O)c1ccccc1O. Yields the product CC(C)OC(=O)c1ccccc1O. RXN SMILES: [C:1]([n:2]1[cH:3][cH:4][n:5][cH:6]1)([n:7]1[cH:8][cH:9][n:10][cH:11]1)=[O:12].[CH:23]([CH3:24])([CH3:25])[OH:26].[O:28]=[CH:29][N:30]([CH3:31])[CH3:32].[OH2:27].[OH:13][C:14](=[O:15])[c:16]1[cH:17][cH:18][cH:19][cH:20][c:21]1[OH:22]>>[O:13]([C:14](=[O:15])[c:16]1[cH:17][cH:18][cH:19][cH:20][c:21]1[OH:22])[CH:23]([CH3:24])[CH3:25].